Dataset: the Open Reaction Database (ORD), a public repository of structured organic reaction records. Task: describe an organic reaction: reactants, conditions, products, and yield Reactants: C1(CCCCC1)N1CCN(CC1)C(CC=1C=C(C=CC1)C)C1=CC=CC=C1 (1-cyclohexyl-4-[1-phenyl-2-(3-tolyl)ethyl]piperazine), O.C(C1=CC=CC=C1)(=O)[C@@]([C@@](C(=O)O)(O)C(C1=CC=CC=C1)=O)(O)C(=O)O (dibenzoyl-d-tartaric acid monohydrate). Solvent: C(C)O (ethanol). Yields the product l-1-cyclohexyl, O.C(C1=CC=CC=C1)(=O)[C@@]([C@@](C(=O)O)(O)C(C1=CC=CC=C1)=O)(O)C(=O)O.N1CCNCC1.O.O.N1CCNCC1.C(C1=CC=CC=C1)(=O)[C@@]([C@@](C(=O)O)(O)C(C1=CC=CC=C1)=O)(O)C(=O)O (piperazine dibenzoyl-d-tartarate sesquihydrate). Isolated yield 59.9%. Reaction SMILES: C1([N:7]2[CH2:12][CH2:11][N:10](C(C3C=CC=CC=3)CC3C=C(C)C=CC=3)[CH2:9][CH2:8]2)CCCCC1.[OH2:28].[C:29]([C@:37]([C:52]([OH:54])=[O:53])([OH:51])[C@:38]([C:43](=[O:50])[C:44]1[CH:49]=[CH:48][CH:47]=[CH:46][CH:45]=1)([OH:42])[C:39]([OH:41])=[O:40])(=[O:36])[C:30]1[CH:35]=[CH:34][CH:33]=[CH:32][CH:31]=1>C(O)C>[OH2:36].[C:43]([C@:38]([C:39]([OH:41])=[O:40])([OH:42])[C@:37]([C:29](=[O:36])[C:30]1[CH:35]=[CH:34][CH:33]=[CH:32][CH:31]=1)([OH:51])[C:52]([OH:54])=[O:53])(=[O:50])[C:44]1[CH:49]=[CH:48][CH:47]=[CH:46][CH:45]=1.[NH:7]1[CH2:12][CH2:11][NH:10][CH2:9][CH2:8]1.[OH2:28].[OH2:36].[NH:7]1[CH2:12][CH2:11][NH:10][CH2:9][CH2:8]1.[C:43]([C@:38]([C:39]([OH:41])=[O:40])([OH:42])[C@:37]([C:29](=[O:36])[C:30]1[CH:35]=[CH:34][CH:33]=[CH:32][CH:31]=1)([OH:51])[C:52]([OH:54])=[O:53])(=[O:50])[C:44]1[CH:49]=[CH:48][CH:47]=[CH:46][CH:45]=1 |f:1.2,4.5.6.7.8.9.10|. Procedure details: A warmed mixture of dl-1-cyclohexyl-4-[1-phenyl-2-(3-tolyl)ethyl]piperazine (3.0 g), dibenzoyl-d-tartaric acid monohydrate (3.2 g) and ethanol (100 ml) is allowed to cool. The precipitated crystals are separated by filtration and fractionally recrystallized from 95% ethanol to give l-1-cyclohexyl-4-[1-phenyl-2-(3-tolyl)ethyl[piperazine dibenzoyl-d-tartarate sesquihydrate (1.2 g), melting point: 150°- 151° C. (decomp.), [α D28 = -83.0° (c=1.0, methanol). Reactants: COC(C[C@H]1[C@H](C1(C)C)C=O)OC ((1R,cis)-2-(2,2-dimethoxyethyl)-3,3-dimethylcyclopropanecarbaldehyde), C(Cl)(Cl)(Cl)Cl (carbon tetrachloride), CN(C)P(N(C)C)N(C)C (Tri(dimethylamino)phosphine), O (water). Solvent: CCCCC (n-pentane). Reaction conditions: temperature 14 celsius, time 15 minute. The product is COC(C[C@@H]1[C@@H](C1(C)C)C=C(Cl)Cl)OC ((1R,cis)-2-[2-(2,2-dichlorovinyl)-3,3-dimethylcyclopropyl]ethanal dimethyl acetal). Isolated yield 94.7%. RXN SMILES: CN(P(N(C)C)N(C)C)C.[CH3:11][O:12][CH:13]([O:22][CH3:23])[CH2:14][C@@H:15]1[C:17]([CH3:19])([CH3:18])[C@@H:16]1[CH:20]=O.[C:24](Cl)(Cl)([Cl:26])[Cl:25].O>CCCCC>[CH3:11][O:12][CH:13]([O:22][CH3:23])[CH2:14][C@H:15]1[C:17]([CH3:19])([CH3:18])[C@H:16]1[CH:20]=[C:24]([Cl:26])[Cl:25]. Reported procedure: Tri(dimethylamino)phosphine (163.2 mmol) was added with stirring at 0° C. to a solution of (1R,cis)-2-(2,2-dimethoxyethyl)-3,3-dimethylcyclopropanecarbaldehyde (65.5 mmol) and carbon tetrachloride (163.2 mmol) in n-pentane (350 ml) kept under nitrogen in a 1-l flask. After 15 minutes stirring, the mixture was warmed up to 14° C. and kept at this temperature for 15 minutes. Then, water (75 ml) was added at 14° C. and--after removal of the aqueous phase--the organic phase was washed with two 35-ml... Starting materials: N1C=CC2=C(C=CC=C12)C=1C=C(C2=CN(N=C2C1)C1OCCCC1)[N+](=O)[O-] (6-(1H-Indol-4-yl)-4-nitro-2-(tetrahydro-2H-pyran-2-yl)-2H-indazole). Reagents/catalysts: [Pd] (palladium on carbon). Run in C(C)(=O)OCC (ethyl acetate). Reaction conditions: time 8 hour. The product is N1C=CC2=C(C=CC=C12)C=1C=C(C2=CN(N=C2C1)C1OCCCC1)N (6-(1H-Indol-4-yl)-2-(tetrahydro-2H-pyran-2-yl)-2H-indazol-4-amine), solid. As a reaction SMILES: [NH:1]1[C:9]2[C:4](=[C:5]([C:10]3[CH:11]=[C:12]([N+:25]([O-])=O)[C:13]4[C:17]([CH:18]=3)=[N:16][N:15]([CH:19]3[CH2:24][CH2:23][CH2:22][CH2:21][O:20]3)[CH:14]=4)[CH:6]=[CH:7][CH:8]=2)[CH:3]=[CH:2]1>[Pd].C(OCC)(=O)C>[NH:1]1[C:9]2[C:4](=[C:5]([C:10]3[CH:11]=[C:12]([NH2:25])[C:13]4[C:17]([CH:18]=3)=[N:16][N:15]([CH:19]3[CH2:24][CH2:23][CH2:22][CH2:21][O:20]3)[CH:14]=4)[CH:6]=[CH:7][CH:8]=2)[CH:3]=[CH:2]1. Procedure: 6-(1H-Indol-4-yl)-4-nitro-2-(tetrahydro-2H-pyran-2-yl)-2H-indazole (2.54 g), ethyl acetate (100 ml) and 10% palladium on carbon (250 mg) were placed under an atmosphere of hydrogen and the mixture stirred overnight. The mixture was filtered through Celite and the solvent removed in vacuo to give the title compound as an off white solid (2.27 g). The reactants are CO, O=C(NCCC1CC1)c1ccc(N2CC3C(C2)C3N(Cc2ccccc2)Cc2ccccc2)nn1, [H][H]. Yields the product NC1C2CN(c3ccc(C(=O)NCCC4CC4)nn3)CC12. Reaction SMILES: [CH3:38][OH:39].[CH:1]1([CH2:4][CH2:5][NH:6][C:7](=[O:8])[c:9]2[n:10][n:11][c:12]([N:15]3[CH2:16][CH:17]4[CH:18]([N:21]([CH2:22][c:23]5[cH:24][cH:25][cH:26][cH:27][cH:28]5)[CH2:29][c:30]5[cH:31][cH:32][cH:33][cH:34][cH:35]5)[CH:19]4[CH2:20]3)[cH:13][cH:14]2)[CH2:2][CH2:3]1.[H:36][H:37]>>[CH:1]1([CH2:4][CH2:5][NH:6][C:7](=[O:8])[c:9]2[n:10][n:11][c:12]([N:15]3[CH2:16][CH:17]4[CH:18]([NH2:21])[CH:19]4[CH2:20]3)[cH:13][cH:14]2)[CH2:2][CH2:3]1. Starting materials: C1(=CC=CC=C1)CCO (2-phenylethanol), Cl.NCC(CCC(=O)O)=O (5-amino-4-oxopentanoic acid hydrochloride). Reaction conditions: time 3 hour. The product is Cl.NCC(CCC(=O)OCCC1=CC=CC=C1)=O (2-Phenylethyl 5-amino-4-oxopentanoate Hydrochloride). Reaction SMILES: [C:1]1([CH2:7][CH2:8][OH:9])[CH:6]=[CH:5][CH:4]=[CH:3][CH:2]=1.[ClH:10].[NH2:11][CH2:12][C:13](=[O:19])[CH2:14][CH2:15][C:16](O)=[O:17]>>[ClH:10].[NH2:11][CH2:12][C:13](=[O:19])[CH2:14][CH2:15][C:16]([O:9][CH2:8][CH2:7][C:1]1[CH:6]=[CH:5][CH:4]=[CH:3][CH:2]=1)=[O:17] |f:1.2,3.4|. Procedure details: From 2-phenylethanol (5.0 g; 41 mmol) and 5-amino-4-oxopentanoic acid hydrochloride (1.0 g; 6.0 mmol) at 70° C. The reaction was complete after 3 h. The yield was 1.43 g (88%).